This data is from the Open Reaction Database (ORD), a public repository of structured organic reaction records. The task is: describe an organic reaction: reactants, conditions, products, and yield Starting materials: BrCc1ccccc1, O=C1CCCCCO1, Cc1ccccc1, CO, Cl, [K+], [Na+], [OH-], [OH-], O=C(O)CCCCCO. Product: O=C(O)CCCCCOCc1ccccc1. As a reaction SMILES: [Br:9][CH2:10][c:11]1[cH:12][cH:13][cH:14][cH:15][cH:16]1.[C:1]1(=[O:2])[O:3][CH2:4][CH2:5][CH2:6][CH2:7][CH2:8]1.[CH3:31][c:32]1[cH:33][cH:34][cH:35][cH:36][cH:37]1.[CH3:38][OH:39].[ClH:19].[K+:18].[Na+:30].[OH-:17].[OH-:29].[OH:20][CH2:21][CH2:22][CH2:23][CH2:24][CH2:25][C:26](=[O:27])[OH:28]>>[CH2:10]([c:11]1[cH:12][cH:13][cH:14][cH:15][cH:16]1)[O:20][CH2:21][CH2:22][CH2:23][CH2:24][CH2:25][C:26](=[O:27])[OH:28]. Starting materials: C1CCOC1, NCC1CC1, O=CCCN1C(=O)C2(COc3cc4c(cc32)OCO4)c2ccccc21, O=Cc1ccc(Oc2ccccc2)cc1. Yields the product O=C1N(CCCNCC2CC2)c2ccccc2C12COc1cc3c(cc12)OCO3. As a reaction SMILES: [CH2:46]1[O:47][CH2:48][CH2:49][CH2:50]1.[NH2:26][CH2:27][CH:28]1[CH2:29][CH2:30]1.[O:1]=[C:2]1[N:3]([CH2:22][CH2:23][CH:24]=[O:25])[c:4]2[cH:5][cH:6][cH:7][cH:8][c:9]2[C:10]12[CH2:11][O:12][c:13]1[c:14]2[cH:15][c:16]2[c:17]([cH:21]1)[O:18][CH2:19][O:20]2.[c:31]1([O:32][c:33]2[cH:34][cH:35][c:36]([CH:37]=[O:38])[cH:39][cH:40]2)[cH:41][cH:42][cH:43][cH:44][cH:45]1>>[O:1]=[C:2]1[N:3]([CH2:22][CH2:23][CH2:24][NH:26][CH2:27][CH:28]2[CH2:29][CH2:30]2)[c:4]2[cH:5][cH:6][cH:7][cH:8][c:9]2[C:10]12[CH2:11][O:12][c:13]1[c:14]2[cH:15][c:16]2[c:17]([cH:21]1)[O:18][CH2:19][O:20]2. Reaction SMILES: [CH2:1]([NH2:4])[CH2:2][NH2:3].[Cl-:5].[Zn+2:6].[Cl-].CC(=O)OCC(COC(=O)C)OC(=O)C.C(O)CO>O>[Cl-:5].[Zn+2:6].[CH2:1]([NH2:4])[CH2:2][NH2:3].[CH2:1]([NH2:4])[CH2:2][NH2:3].[CH2:1]([NH2:4])[CH2:2][NH2:3].[Cl-:5] |f:1.2.3,7.8.9.10.11.12|. The product is [Cl-].[Zn+2].C(CN)N.C(CN)N.C(CN)N.[Cl-] (Tris (ethylenediamine) zinc (II) chloride). Starting materials: C(CN)N (ethylenediamine), [Cl-].[Zn+2].[Cl-] (zinc chloride), CC(OCC(OC(C)=O)COC(C)=O)=O (triacetin), C(CO)O (ethylene glycol). Procedure details: Tris (ethylenediamine) zinc (II) chloride is prepared by adding 788 ml of ethylenediamine (3.0 molar equivalents) to an aqueous solution containing 533 gms of zinc chloride in 1800 ml of water. The plasticizing solution is Estrabond E (a mixture of 55 percent triacetin and 45 percent ethylene glycol 400). Filter rods (120 mm) were made at "standard" pressure drop and weight. The plasticizer solution and zinc complex solutions were applied separately to the tow with wick applicators. For a 20 mm ... The solvent is O (water).